This data is from the Open Reaction Database (ORD), a public repository of structured organic reaction records. The task is: describe an organic reaction: reactants, conditions, products, and yield The reactants are CCN(C(C)C)C(C)C, O=S1CCc2nc(N3CCN(c4ccc(Cl)cc4)CC3)nc(Cl)c21, ClCCl, O=C(O)C(F)(F)F, C1COCCO1, O, OCC1CC(O)CN1. The product is O=S1CCc2nc(N3CCN(c4ccc(Cl)cc4)CC3)nc(N3CC(O)CC3CO)c21. Reaction SMILES: [CH:40]([N:41]([CH:42]([CH3:43])[CH3:44])[CH2:45][CH3:46])([CH3:47])[CH3:48].[Cl:1][c:2]1[c:3]2[c:4]([n:5][c:6]([N:8]3[CH2:9][CH2:10][N:11]([c:14]4[cH:15][cH:16][c:17]([Cl:20])[cH:18][cH:19]4)[CH2:12][CH2:13]3)[n:7]1)[CH2:21][CH2:22][S:23]2=[O:24].[Cl:56][CH2:57][Cl:58].[F:25][C:26]([F:27])([F:28])[C:29]([OH:30])=[O:31].[O:50]1[CH2:51][CH2:52][O:53][CH2:54][CH2:55]1.[OH2:49].[OH:32][CH2:33][CH:34]1[CH2:35][CH:36]([OH:39])[CH2:37][NH:38]1>>[c:2]1([N:38]2[CH:34]([CH2:33][OH:32])[CH2:35][CH:36]([OH:39])[CH2:37]2)[c:3]2[c:4]([n:5][c:6]([N:8]3[CH2:9][CH2:10][N:11]([c:14]4[cH:15][cH:16][c:17]([Cl:20])[cH:18][cH:19]4)[CH2:12][CH2:13]3)[n:7]1)[CH2:21][CH2:22][S:23]2=[O:24]. The reactants are COC(=O)C1=CC(=NO1)OCC=1C(=NOC1C)C1=NC=C(C=C1)F (3-[3-(5-fluoro-pyridin-2-yl)-5-methyl-isoxazol-4-ylmethoxy]-isoxazole-5-carboxylic acid methyl ester), COC(=O)C1=CC(=NO1)OCC=1C(=NOC1C)C1=NC=CC=C1 (3-(5-methyl-3-pyridin-2-yl-isoxazol-4-ylmethoxy)-isoxazole-5-carboxylic acid methyl ester), C(C)(C)N (isopropyl amine). Product: C(C)(C)NC(=O)C1=CC(=NO1)OCC=1C(=NOC1C)C1=NC=C(C=C1)F (3-[3-(5-Fluoro-pyridin-2-yl)-5-methyl-isoxazol-4-ylmethoxy]-isoxazole-5-carboxylic acid isopropylamide). Isolated yield 88.0%. RXN SMILES: CO[C:3]([C:5]1[O:9][N:8]=[C:7]([O:10][CH2:11][C:12]2[C:13]([C:18]3[CH:23]=[CH:22][C:21]([F:24])=[CH:20][N:19]=3)=[N:14][O:15][C:16]=2[CH3:17])[CH:6]=1)=[O:4].COC(C1ON=C(OC[C:36]2[C:37]([C:42]3C=CC=CN=3)=[N:38]OC=2C)C=1)=O.C(N)(C)C>>[CH:37]([NH:38][C:3]([C:5]1[O:9][N:8]=[C:7]([O:10][CH2:11][C:12]2[C:13]([C:18]3[CH:23]=[CH:22][C:21]([F:24])=[CH:20][N:19]=3)=[N:14][O:15][C:16]=2[CH3:17])[CH:6]=1)=[O:4])([CH3:42])[CH3:36]. Procedure details: As described for example 14e, 3-[3-(5-fluoro-pyridin-2-yl)-5-methyl-isoxazol-4-ylmethoxy]-isoxazole-5-carboxylic acid methyl ester (100 mg, 0.3 mmol), instead of 3-(5-methyl-3-pyridin-2-yl-isoxazol-4-ylmethoxy)-isoxazole-5-carboxylic acid methyl ester, was converted, using isopropyl amine (21 mg, 0.36 mmol), to the title compound (95 mg, 88%) which was obtained as a white solid after purification by chromatography (silica, dichloromethane:methanol=1:0 to 9:1). MS: m/e=361.2 [M+H]+. The reactants are 5.a, C1(=CC=C(C=C1)S(=O)(=O)O)C (p-toluenesulfonic acid), CCCCCCC.CCOCC (heptane ether), C(C)(C)(C)C1=CC=C(C=C1)C(CCCCl)=O (1-(4-tert-butylphenyl)-4-chloro-1-butanone), C(CO)O (ethylene glycol). Run in C1(=CC=CC=C1)C (toluene). Product: C(C)(C)(C)C1=CC=C(C=C1)C1(OCCO1)CCCCl (2-(4-tert-butylphenyl)-2-(3-chloropropyl)-1,3-dioxolane). Reaction SMILES: [C:1]([C:5]1[CH:10]=[CH:9][C:8]([C:11](=[O:16])[CH2:12][CH2:13][CH2:14][Cl:15])=[CH:7][CH:6]=1)([CH3:4])([CH3:3])[CH3:2].[CH2:17](O)[CH2:18][OH:19].C1(C)C=CC(S(O)(=O)=O)=CC=1.CCCCCCC.CCOCC>C1(C)C=CC=CC=1>[C:1]([C:5]1[CH:6]=[CH:7][C:8]([C:11]2([CH2:12][CH2:13][CH2:14][Cl:15])[O:19][CH2:18][CH2:17][O:16]2)=[CH:9][CH:10]=1)([CH3:4])([CH3:2])[CH3:3] |f:3.4|. Procedure details: This compound was synthesized as described under 5.a) with 20.0 g (83.8 mmol) of 1-(4-tert-butylphenyl)-4-chloro-1-butanone (origin: Acros), 16 ml of ethylene glycol and ca. 1 g of p-toluenesulfonic acid in 120 ml of toluene for 16 h to give 24.1 g (99%) of the crude compound, which was used for further functionalization. Column chromatography of 3 g (SiO2, heptane/ether 4:1) afforded 2.48 g of a slightly yellow oil. Starting materials: C1CCNC1, C1CCOC1, O=[N+]([O-])c1cccc(CBr)c1. Product: O=[N+]([O-])c1cccc(CN2CCCC2)c1. Reaction SMILES: [CH2:12]1[CH2:13][CH2:14][NH:15][CH2:16]1.[CH2:17]1[O:18][CH2:19][CH2:20][CH2:21]1.[N+:1](=[O:2])([O-:3])[c:4]1[cH:5][c:6]([CH2:7][Br:8])[cH:9][cH:10][cH:11]1>>[N+:1](=[O:2])([O-:3])[c:4]1[cH:5][c:6]([CH2:7][N:15]2[CH2:14][CH2:13][CH2:12][CH2:16]2)[cH:9][cH:10][cH:11]1. Reactants: OBO, CN1C(=O)CN=C(c2cccc(C#N)c2)c2cc(Br)ccc21, COc1ccc(OC)c(B(O)O)c1, c1ccccc1. Yields the product COc1ccc(OC)c(-c2ccc3c(c2)C(c2cccc(C#N)c2)=NCC(=O)N3C)c1. As a reaction SMILES: [BH:23]([OH:24])[OH:25].[Br:1][c:2]1[cH:3][c:4]2[c:5]([cH:21][cH:22]1)[N:6]([CH3:20])[C:7](=[O:19])[CH2:8][N:9]=[C:10]2[c:11]1[cH:12][c:13]([C:14]#[N:15])[cH:16][cH:17][cH:18]1.[CH3:32][O:33][c:34]1[c:35]([B:42]([OH:43])[OH:44])[cH:36][c:37]([O:40][CH3:41])[cH:38][cH:39]1.[cH:26]1[cH:27][cH:28][cH:29][cH:30][cH:31]1>>[c:2]1(-[c:35]2[c:34]([O:33][CH3:32])[cH:39][cH:38][c:37]([O:40][CH3:41])[cH:36]2)[cH:3][c:4]2[c:5]([cH:21][cH:22]1)[N:6]([CH3:20])[C:7](=[O:19])[CH2:8][N:9]=[C:10]2[c:11]1[cH:12][c:13]([C:14]#[N:15])[cH:16][cH:17][cH:18]1. Starting materials: OC1C[C@H](NC1)C(=O)O (4-hydroxy-L-proline), Cl (hydrogen chloride), C(C)O (ethanol). The product is Cl.OC1C[C@H](NC1)C(=O)OCC (4-Hydroxy-L-proline, Ethyl Ester, Hydrochloride). Isolated yield 95.0%. As a reaction SMILES: [OH:1][CH:2]1[CH2:6][NH:5][C@H:4]([C:7]([OH:9])=[O:8])[CH2:3]1.[ClH:10].[CH2:11](O)[CH3:12]>>[ClH:10].[OH:1][CH:2]1[CH2:6][NH:5][C@H:4]([C:7]([O:9][CH2:11][CH3:12])=[O:8])[CH2:3]1 |f:3.4|. Reported procedure: A slurry of 100 g (760 mmol) of 4-hydroxy-L-proline in 600 mL of absolute ethanol was treated with dry hydrogen chloride until homogeneous. The solution was heated to the reflux temperature for 2 h. Upon cooling in the refrigerator, the product was obtained as white needles which were filtered, washed well with ether, and dried under reduced pressure to yield 141 g (95%) of (5): mp 153°-153.5° C. (lit. mp-147°-148° C.). 1H NMR (DMSO d6) δ1.25 (t, 3H, J=7 Hz), 4,20 (q, 2H, J=7 Hz). 13C NMR (D2O) ... The reactants are [Br-], O=C([O-])O, CON(C)C(=O)CCNC(C)(C)C, C1CCOC1, C=C[Mg+], [Na+]. Yields the product CC(C)(C)N1CCC(=O)CC1. As a reaction SMILES: [Br-:14].[C:18](=[O:19])([OH:20])[O-:21].[C:1]([CH3:2])([CH3:3])([CH3:4])[NH:5][CH2:6][CH2:7][C:8](=[O:9])[N:10]([O:11][CH3:12])[CH3:13].[CH2:23]1[O:24][CH2:25][CH2:26][CH2:27]1.[CH:15](=[CH2:16])[Mg+:17].[Na+:22]>>[C:1]([CH3:2])([CH3:3])([CH3:4])[N:5]1[CH2:6][CH2:7][C:8](=[O:9])[CH2:15][CH2:16]1. Reactants: Cl (HCl), CN(C=NS(=O)(=O)C=1C=NC(=CC1)N1N=C(C(=C1Cl)C#N)C(F)(F)F)C (6-[5-chloro-4-cyano-3-trifluoromethyl-pyrazol-1-yl]-pyridine-3-sulfonic acid dimethyl-aminomethyleneamide), CC(CO)(C)C (2,2-dimethyl-1-propanol), [F-].[Cs+] (cesium fluoride). Run in C(C)#N (acetonitrile), O (water), C(C)#N (Acetonitrile), CS(=O)C (DMSO). Run at temperature 20 celsius, time 24 hour. Product: C(#N)C=1C(=NN(C1OCC(C)(C)C)C1=CC=C(C=N1)S(=O)(=O)N)C(F)(F)F (6-[4-cyano-5-(2,2-dimethyl-propoxy)-3-trifluoromethyl-pyrazol-1-yl]-pyridine-3-sulfonic acid amide). Reaction SMILES: CN(C)C=[N:4][S:5]([C:8]1[CH:9]=[N:10][C:11]([N:14]2[C:18](Cl)=[C:17]([C:20]#[N:21])[C:16]([C:22]([F:25])([F:24])[F:23])=[N:15]2)=[CH:12][CH:13]=1)(=[O:7])=[O:6].[CH3:27][C:28]([CH3:32])([CH3:31])[CH2:29][OH:30].[F-].[Cs+].Cl>CS(C)=O.C(#N)C.O>[C:20]([C:17]1[C:16]([C:22]([F:24])([F:23])[F:25])=[N:15][N:14]([C:11]2[N:10]=[CH:9][C:8]([S:5]([NH2:4])(=[O:6])=[O:7])=[CH:13][CH:12]=2)[C:18]=1[O:30][CH2:29][C:28]([CH3:32])([CH3:31])[CH3:27])#[N:21] |f:2.3|. Procedure details: 6-[5-chloro-4-cyano-3-trifluoromethyl-pyrazol-1-yl]-pyridine-3-sulfonic acid dimethyl-aminomethyleneamide (81.3 mg, 0.2 mmol) and 2,2-dimethyl-1-propanol (35.3 mg, 0.4 mmol) were dissolved in dry DMSO (0.5 ml) and cesium fluoride (60.7 mg, 0.4 mmol) was added to the solution. The resulting mixture was stirred at 20° C. for a period of 24 hours. Analytical HPLC indicated the reaction completion. The reaction mixture was poured into water (2 ml) and the resulting mixture was extracted with ethyl a...